This data is from the Open Reaction Database (ORD), a public repository of structured organic reaction records. The task is: describe an organic reaction: reactants, conditions, products, and yield Reactants: CO (methanol), CC=1C=C2C=CC=NC2=C(C1)Br (6-methyl-8-bromoquinoline), [N+](=O)([O-])C=1C=C(C=CC1)B(O)O (3-nitrobenzene boronic acid), palladium tetrakis triphenylphosphine, NaCO3. The solvent is C1=CC=CC=C1 (benzene). The product is CC=1C=C2C=CC=NC2=C(C1)C1=CC(=CC=C1)[N+](=O)[O-] (6-methyl-8-(3-nitrophenyl)quinoline). Yield: 98.6%. Reaction SMILES: [CH3:1][C:2]1[CH:3]=[C:4]2[C:9](=[C:10](Br)[CH:11]=1)[N:8]=[CH:7][CH:6]=[CH:5]2.[N+:13]([C:16]1[CH:17]=[C:18](B(O)O)[CH:19]=[CH:20][CH:21]=1)([O-:15])=[O:14].CO>C1C=CC=CC=1>[CH3:1][C:2]1[CH:3]=[C:4]2[C:9](=[C:10]([C:20]3[CH:19]=[CH:18][CH:17]=[C:16]([N+:13]([O-:15])=[O:14])[CH:21]=3)[CH:11]=1)[N:8]=[CH:7][CH:6]=[CH:5]2. Reported procedure: To a mixture of 6-methyl-8-bromoquinoline (1.0 g), 3-nitrobenzene boronic acid (0.63 g), purchased from Lancaster Chemicals, 2M NaCO3 (1.9 mL), methanol (6.5 mL) and benzene 32 mL) was added palladium tetrakis triphenylphosphine (0.47 g) and heated to reflux for 6 hours. The progress of the reaction was monitored by thin-layer chromatography. Upon completion, the reaction mixture was cooled and the solvents removed. Ethyl acetate was added to the residue and the solution was filtered through a p... Starting materials: O=C(O)Cc1ccc(O)c(Br)c1, CC(=O)OC(C)=O, CC(=O)[O-], Cl, [Na+], [Na+], [OH-]. Yields the product CC(=O)Cc1ccc(O)c(Br)c1. As a reaction SMILES: [Br:6][c:7]1[cH:8][c:9]([CH2:14][C:15]([OH:16])=[O:17])[cH:10][cH:11][c:12]1[OH:13].[CH3:21][C:22]([O:23][C:24](=[O:25])[CH3:26])=[O:27].[CH3:2][C:3]([O-:4])=[O:5].[ClH:20].[Na+:19].[Na+:1].[OH-:18]>>[CH3:2][C:3](=[O:5])[CH2:14][c:9]1[cH:8][c:7]([Br:6])[c:12]([OH:13])[cH:11][cH:10]1. RXN SMILES: [CH:1]([O:4][C:5](=[O:29])[NH:6][C:7]1[CH:12]=[CH:11][C:10]([C:13]2[N:14]([CH:25]3[CH2:28][CH2:27][CH2:26]3)[C:15]3[C:20]([C:21]=2[C:22]#[N:23])=[CH:19][CH:18]=[C:17]([OH:24])[CH:16]=3)=[CH:9][CH:8]=1)([CH3:3])[CH3:2].C([O-])([O-])=O.[K+].[K+].CC1(C)[O:41][CH:40]([CH2:42][CH2:43]OS(C2C=CC([N+]([O-])=O)=CC=2)(=O)=O)[CH2:39][O:38]1.O>CN(C=O)C>[CH:1]([O:4][C:5](=[O:29])[NH:6][C:7]1[CH:8]=[CH:9][C:10]([C:13]2[N:14]([CH:25]3[CH2:28][CH2:27][CH2:26]3)[C:15]3[C:20]([C:21]=2[C:22]#[N:23])=[CH:19][CH:18]=[C:17]([O:24][CH2:43][CH2:42][CH:40]([OH:41])[CH2:39][OH:38])[CH:16]=3)=[CH:11][CH:12]=1)([CH3:3])[CH3:2] |f:1.2.3|. Run in CN(C)C=O (DMF). Product: C(C)(C)OC(NC1=CC=C(C=C1)C=1N(C2=CC(=CC=C2C1C#N)OCCC(CO)O)C1CCC1)=O ({4-[3-cyano-1-cyclobutyl-6-(3,4-dihydroxy-butoxy)-1H-indol-2-yl]-phenyl}-carbamic acid isopropyl ester). Yield: 77.3%. Procedure: To a solution of [4-(3-cyano-1-cyclobutyl-6-hydroxy-1H-indol-2-yl)-phenyl]-carbamic acid isopropyl ester (100 mg, 0.26 mmol) in DMF (3 mL) is added K2CO3 (43.2 mg, 0.312 mmole) and 4-nitrobenzenesulfonic acid 2-(2,2-dimethyl-[1,3]dioxolan-4-yl)-ethyl ester (129 mg, 0.39 mmole) and the reaction is stirred for 18 h at ambient temperature. The reaction mixture is then poured into cold water and the precipitate is collected by filtration and washed with EtOAc/hexane and dried in vacuo to afford 96 m... Run at time 18 hour. The reactants are C(C)(C)OC(NC1=CC=C(C=C1)C=1N(C2=CC(=CC=C2C1C#N)O)C1CCC1)=O ([4-(3-cyano-1-cyclobutyl-6-hydroxy-1H-indol-2-yl)-phenyl]-carbamic acid isopropyl ester), C(=O)([O-])[O-].[K+].[K+] (K2CO3), CC1(OCC(O1)CCOS(=O)(=O)C1=CC=C(C=C1)[N+](=O)[O-])C (4-nitrobenzenesulfonic acid 2-(2,2-dimethyl-[1,3]dioxolan-4-yl)-ethyl ester), O (water). Product: Cl.Cl.C1(=CC=CC=C1)C=1C=C2[C@@H]3[C@H](CN4C2=C(C1)CCC4)CNC3 ((±)-cis-2-phenyl-5,6,8,8a,9,10,11,11a-octahydro-4H-pyrido[3,2,1-ij]pyrrolo[3,4-c]quinoline, bis-hydrochloride salt). As a reaction SMILES: [CH:1]1[CH:10]=[CH:9][C:8]2[CH2:11][CH2:12][CH2:13][N:6]3[C:7]=2[C:2]=1[C@H:3]1[CH2:16][N:15](C(OC(C)(C)C)=O)[CH2:14][C@H:4]1[CH2:5]3.[ClH:24].Cl.[CH:26]1[CH:35]=[CH:34][C:33]2CCCN3[C:32]=2[C:27]=1[C@H]1CNC[C@H]1C3>>[ClH:24].[ClH:24].[C:26]1([C:10]2[CH:1]=[C:2]3[C:7]4=[C:8]([CH2:11][CH2:12][CH2:13][N:6]4[CH2:5][C@@H:4]4[CH2:14][NH:15][CH2:16][C@H:3]34)[CH:9]=2)[CH:35]=[CH:34][CH:33]=[CH:32][CH:27]=1 |f:1.2.3,4.5.6|. The reactants are C1=C2[C@@H]3[C@H](CN4C2=C(C=C1)CCC4)CN(C3)C(=O)OC(C)(C)C ((±)-cis-tert-butyl 5,6,8a,9,11,11a-hexahydro-4H-pyrido[3,2,1-ij]pyrrolo[3,4-c]quinoline-10(8H)-carboxylate), Cl.Cl.C1=C2[C@@H]3[C@H](CN4C2=C(C=C1)CCC4)CNC3 ((±) -cis-5,6,8,8a,9,10,11,11a-octahydro-4H-pyrido[3,2,1-ij]pyrrolo[3,4-c]quinoline, bis-hydrochloride salt). Reported procedure: Following the procedure described in EXAMPLE 7, Part A, (±)-cis-tert-butyl 5,6,8a,9,11,11a-hexahydro-4H-pyrido[3,2,1-ij]pyrrolo[3,4-c]quinoline-10(8H)-carboxylate, an intermediate from EXAMPLE 11, was converted into the title compound as an oil. 1H NMR (CDCl3): δ 6.90 (s, 2H), 3.90-3.77 (m, 1H), 3.61-3.52 (m, 1H), 3.35-3.25 (m, 2H), 3.20-3.12 (m, 2H), 3.08-2.95 (m, 2H), 2.85-2.68 (m, 3H), 2.57-2.47 (m, 1H), 1.98-1.88 (m, 2H), 1.42 (s, 9H). The reactants are C=CC1=CC=CC=C1.C(CCC)OC(C=C)=O (styrene butylacrylate), CC1(CCCC(N1[O])(C)C)C (TEMPO), CC(C)(C#N)N=NC(C)(C)C#N (vazo 64). Run at temperature 135 celsius, time 30 minute. Product: C=CC1=CC=CC=C1 (styrene), C(CCC)OC(C=C)=O (butylacrylate), styrene/maleic anhydride-b-styrene butylacrylate. RXN SMILES: CC1(C)N([O])C(C)(C)CCC1.CC(N=NC(C#N)(C)C)(C#N)C.[CH2:24]=[CH:25][C:26]1[CH:31]=[CH:30][CH:29]=[CH:28][CH:27]=1.[CH2:32]([O:36][C:37](=[O:40])[CH:38]=[CH2:39])[CH2:33][CH2:34][CH3:35]>>[CH2:24]=[CH:25][C:26]1[CH:31]=[CH:30][CH:29]=[CH:28][CH:27]=1.[CH2:32]([O:36][C:37](=[O:40])[CH:38]=[CH2:39])[CH2:33][CH2:34][CH3:35] |f:2.3,^1:4|. Reported procedure: A stock solution of styrene (390 mL) and butylacrylate (110 ml) was prepared and to 400 ml was added TEMPO (3.12 g, 0.02 mole) and vazo 64 initiator (2.0 g, 0.0125 mole). This was heated under a nitrogen atmosphere to 135° C. (bath temperature) and then added to it dropwise a solution of maleic anhdryide (9.8 g) in 100 mL of the styrene/butylacrylate stock solution which had been deoxygenated using nitrogen. The addition was done over a 30 minute period after which it was stirred for 5 more minu... The product is OC1=C(C2=C(CC(CO2)C2=CC(=CC=C2)C)C=C1)O (3,4-dihydro-7,8-dihydroxy-3-(3-methylphenyl)-2H-1-benzopyran). The solvent is C(Cl)Cl (methylene chloride), C(C)O.O1CCOCC1 (ethanol dioxan). Reported procedure: 7,8-Dihydroxy-3-(3-methylphenyl)-4H-1-benzopyran-4-one (100 mg), dissolved in a mixture of ethanol/dioxan 2:1 (75 ml), is hydrogenated for 24 h at room temperature over palladium 10% on active charcoal (50 mg) in the presence of p-toluenesulphonic acid monohydrate (50 mg). After filtration of the catalyst, the filtrate is evaporated under vacuum to a minimum volume, then diluted with water (75 ml) and neutralized to pH 7 by addition of a saturated solution of NaHCO3. An oil is obtained which is ... Reagents/catalysts: [Pd] (palladium). As a reaction SMILES: [OH:1][C:2]1[CH:19]=[CH:18][C:5]2[C:6](=O)[C:7]([C:10]3[CH:15]=[CH:14][CH:13]=[C:12]([CH3:16])[CH:11]=3)=[CH:8][O:9][C:4]=2[C:3]=1[OH:20].C.O.C1(C)C=CC(S(O)(=O)=O)=CC=1>C(O)C.O1CCOCC1.C(Cl)Cl.[Pd]>[OH:1][C:2]1[CH:19]=[CH:18][C:5]2[CH2:6][CH:7]([C:10]3[CH:15]=[CH:14][CH:13]=[C:12]([CH3:16])[CH:11]=3)[CH2:8][O:9][C:4]=2[C:3]=1[OH:20] |f:2.3,4.5|. Reactants: OC1=C(C2=C(C(C(=CO2)C2=CC(=CC=C2)C)=O)C=C1)O (7,8-Dihydroxy-3-(3-methylphenyl)-4H-1-benzopyran-4-one), C (charcoal), O.C1(=CC=C(C=C1)S(=O)(=O)O)C (p-toluenesulphonic acid monohydrate).